This data is from the Open Reaction Database (ORD), a public repository of structured organic reaction records. The task is: describe an organic reaction: reactants, conditions, products, and yield Reactants: N1CCOCC1 (morpholine), FC(C1CO1)(F)F (racemic 1,1,1-trifluoro-2,3-epoxypropane). Conditions: time 90 minute. Yields the product FC(C(CN1CCOCC1)O)(F)F (1,1,1-trifluoro-3-morpholin-4-yl-propan-2-ol). Isolated yield 97.7%. RXN SMILES: [NH:1]1[CH2:6][CH2:5][O:4][CH2:3][CH2:2]1.[F:7][C:8]([F:13])([F:12])[CH:9]1[O:11][CH2:10]1>>[F:7][C:8]([F:13])([F:12])[CH:9]([OH:11])[CH2:10][N:1]1[CH2:6][CH2:5][O:4][CH2:3][CH2:2]1. Reported procedure: To a round bottomed flask containing 3.136 g (36 mmol) of morpholine was added 3.362 g (30 mmol) of racemic 1,1,1-trifluoro-2,3-epoxypropane dropwise over 10 min (exothermic). The mixture was stirred at room temperature. After 90 min, the volatiles were removed under reduced pressure to give 5.837 g (98%) of 1,1,1-trifluoro-3-morpholin-4-yl-propan-2-ol as an oil. The reactants are BrC=1C(=NC=CC1)CCC=C (3-bromo-2-(but-3-en-1-yl)pyridine), B(OC(C)C)(OC(C)C)OC(C)C (triisopropyl borate), [Li]CCCC (n-BuLi). The solvent is C1(=CC=CC=C1)C (toluene), C1CCOC1 (THF). Run at temperature -78 celsius, time 2 hour. Yields the product C(CC=C)C1=NC=CC=C1B(O)O ((2-(But-3-en-1-yl)pyridin-3-yl)boronic acid). Yield: 98.2%. Reaction SMILES: Br[C:2]1[C:3]([CH2:8][CH2:9][CH:10]=[CH2:11])=[N:4][CH:5]=[CH:6][CH:7]=1.[B:12](OC(C)C)([O:17]C(C)C)[O:13]C(C)C.[Li]CCCC>C1(C)C=CC=CC=1.C1COCC1>[CH2:8]([C:3]1[C:2]([B:12]([OH:17])[OH:13])=[CH:7][CH:6]=[CH:5][N:4]=1)[CH2:9][CH:10]=[CH2:11]. Procedure: To a stirring solution of 3-bromo-2-(but-3-en-1-yl)pyridine (Ref. Zhang, Z; Dwoskin, L. and Crooks, P. Tetrahedron Lett. 2011, 52, 2667-2669, 550 mg, 2.59 mmol) and triisopropyl borate (0.775 mL, 3.37 mmol) in toluene (4 mL) and THF (1 mL) cooled to −78° C. was added 2.5 M n-BuLi (1.349 mL, 3.37 mmol) over the course of 15 min. During this time period, the reaction color changed from yellow to orange. The reaction was stirred at −78° C. for 2 h then warmed to 0° C. for 15 min. It was then quench... Starting materials: C1(C=CC(N1)=O)=O (maleimide), C(=C)OC(C)(C)C (tert-butyl vinyl ether). The product is C1(C=CC(N1)=O)=O.C(=C)OC(C)(C)C (Maleimide tert-Butyl Vinyl Ether). Yield: 44.0%. RXN SMILES: [C:1]1(=[O:7])[NH:5][C:4](=[O:6])[CH:3]=[CH:2]1.[CH:8]([O:10][C:11]([CH3:14])([CH3:13])[CH3:12])=[CH2:9]>>[C:4]1(=[O:6])[NH:5][C:1](=[O:7])[CH:2]=[CH:3]1.[CH:8]([O:10][C:11]([CH3:14])([CH3:13])[CH3:12])=[CH2:9] |f:2.3|. Procedure details: A polymer was prepared in the manner of Example 1, except the comonomer to maleimide was tert-butyl vinyl ether. The polymer yield was 44%. Starting materials: COCCOC, Cc1ccc(NC(=O)C2(c3ccc4c(c3)OC(F)(F)O4)CC2)nc1Cl, CC1(C)OB(c2cccc(C(=O)C(F)(F)F)c2)OC1(C)C, [Na+], [Na+], O=C([O-])[O-]. As a reaction SMILES: [CH3:53][O:54][CH2:55][CH2:56][O:57][CH3:58].[Cl:1][c:2]1[c:3]([CH3:25])[cH:4][cH:5][c:6]([NH:8][C:9](=[O:10])[C:11]2([c:14]3[cH:15][c:16]4[c:17]([cH:23][cH:24]3)[O:18][C:19]([F:21])([F:22])[O:20]4)[CH2:12][CH2:13]2)[n:7]1.[F:26][C:27]([C:28](=[O:29])[c:30]1[cH:31][c:32]([B:36]2[O:37][C:38]([CH3:39])([CH3:40])[C:41]([CH3:42])([CH3:43])[O:44]2)[cH:33][cH:34][cH:35]1)([F:45])[F:46].[Na+:47].[Na+:48].[O-:49][C:50](=[O:51])[O-:52]>>[c:2]1(-[c:32]2[cH:31][c:30]([C:28]([C:27]([F:26])([F:45])[F:46])=[O:29])[cH:35][cH:34][cH:33]2)[c:3]([CH3:25])[cH:4][cH:5][c:6]([NH:8][C:9](=[O:10])[C:11]2([c:14]3[cH:15][c:16]4[c:17]([cH:23][cH:24]3)[O:18][C:19]([F:21])([F:22])[O:20]4)[CH2:12][CH2:13]2)[n:7]1. Yields the product Cc1ccc(NC(=O)C2(c3ccc4c(c3)OC(F)(F)O4)CC2)nc1-c1cccc(C(=O)C(F)(F)F)c1. Reactants: BrB(Br)Br, COc1cc(Cl)cc(Br)c1Cl, ClCCl, O. Yields the product Oc1cc(Cl)cc(Br)c1Cl. RXN SMILES: [B:1]([Br:2])([Br:3])[Br:4].[Br:5][c:6]1[c:7]([Cl:15])[c:8]([O:13][CH3:14])[cH:9][c:10]([Cl:12])[cH:11]1.[Cl:16][CH2:17][Cl:18].[OH2:19]>>[Br:5][c:6]1[c:7]([Cl:15])[c:8]([OH:13])[cH:9][c:10]([Cl:12])[cH:11]1. Starting materials: CC1(CC(=O)CC(=O)C1)C (Dimedone), C(O)([O-])=O.[Na+] (sodium hydrogen carbonate), C(C=C)OC(=O)C1=C([C@@H]([C@H]2N1C([C@@H]2[C@@H](C)O[Si](C)(C)C(C)(C)C)=O)C)S[C@@H]2CC(NC2)=S ((1R,5S,6S)-2-[(4R)-pyrrolidine-2-thion-4-ylthio]-6-[(1R)-1-t-butyldimethylsilyloxyethyl]-1-methylcarbapen-2-em-3-carboxylic acid allyl ester), O1CCOCC1 (dioxane), P(OCC)(OCC)OCC (triethyl phosphite). Reagents/catalysts: C(C)(=O)[O-].C(C)(=O)[O-].[Pd+2] (palladium diacetate). Run in O (water), C(C)OCC (diethyl ether). Run at temperature 30 celsius, time 30 minute. Product: [Na+].N1C(C[C@H](C1)SC=1[C@@H]([C@H]2N(C1C(=O)[O-])C([C@@H]2[C@@H](C)O[Si](C)(C)C(C)(C)C)=O)C)=S ((1R,5S,6S)-2-[(4R)-pyrrolidine-2-thion-4-ylthio]-6-[(1R)-1-t-butyldimethylsilyloxyethyl]-1-methylcarbapen-2-em-3-carboxylic acid sodium salt). Isolated yield 91.9%. Reaction SMILES: CC1(C)CC(=O)CC(=O)C1.O1CCOCC1.P(OCC)(OCC)OCC.C([O:30][C:31]([C:33]1[N:37]2[C:38](=[O:50])[C@H:39]([C@H:40]([O:42][Si:43]([C:46]([CH3:49])([CH3:48])[CH3:47])([CH3:45])[CH3:44])[CH3:41])[C@H:36]2[C@@H:35]([CH3:51])[C:34]=1[S:52][C@H:53]1[CH2:57][NH:56][C:55](=[S:58])[CH2:54]1)=[O:32])C=C.C(=O)([O-])O.[Na+:63]>O.C([O-])(=O)C.C([O-])(=O)C.[Pd+2].C(OCC)C>[Na+:63].[NH:56]1[CH2:57][C@H:53]([S:52][C:34]2[C@H:35]([CH3:51])[C@@H:36]3[C@@H:39]([C@H:40]([O:42][Si:43]([C:46]([CH3:48])([CH3:47])[CH3:49])([CH3:44])[CH3:45])[CH3:41])[C:38](=[O:50])[N:37]3[C:33]=2[C:31]([O-:32])=[O:30])[CH2:54][C:55]1=[S:58] |f:4.5,7.8.9,11.12|. Reported procedure: Dimedone (169 mg) is dissolved in a solution of sodium hydrogen carbonate (169 mg) in water (2 ml) by ultrasonic treatment, and thereto are added dioxane (16 ml), palladium diacetate (23 mg) and triethyl phosphite (0.12 ml) under nitrogen atmosphere, and further added thereto (1R,5S,6S)-2-[(4R)-pyrrolidine-2-thion-4-ylthio]-6-[(1R)-1-t-butyldimethylsilyloxyethyl]-1-methylcarbapen-2-em-3-carboxylic acid allyl ester (1.03 g). The mixture is stirred at 30° C. for 30 minutes, and thereto is added di... Starting materials: BrC1=CC=C(CBr)C=C1 (4-Bromobenzyl bromide), N1CCNCC1 (piperazine), C([O-])([O-])=O.[K+].[K+] (potassium carbonate). Solvent: C(C)#N (acetonitrile). Conditions: time 8 hour. The product is BrC1=CC=C(CN2CCNCC2)C=C1 (1-(4-Bromo-benzyl)-piperazine). Reaction SMILES: [Br:1][C:2]1[CH:9]=[CH:8][C:5]([CH2:6]Br)=[CH:4][CH:3]=1.[NH:10]1[CH2:15][CH2:14][NH:13][CH2:12][CH2:11]1.C(=O)([O-])[O-].[K+].[K+]>C(#N)C>[Br:1][C:2]1[CH:9]=[CH:8][C:5]([CH2:6][N:10]2[CH2:15][CH2:14][NH:13][CH2:12][CH2:11]2)=[CH:4][CH:3]=1 |f:2.3.4|. Reported procedure: This compound could be made in the following manner: 2 g of 4-Bromobenzyl bromide and 1 equ. piperazine in acetonitrile would be stirred at room temperature and 1.1 g of potassium carbonate would be added. The reaction would be stirred at room temperature overnight. The solution would then be filtered through Celite and concentrated in vacuo to afford the crude product. Purification would be done by flash chromatography using a methylene chloride/methanol gradient. Starting materials: FC=1C(=C(C(=CC1)[N+](=O)[O-])NC1=CC=CC=C1)C ((3-fluoro-2-methyl-6-nitrophenyl)phenylamine), CO (MeOH), [NH4+].[Cl-] (NH4Cl). The reagents and catalysts are [Fe] (iron). Solvent: O (water). Conditions: temperature 90 celsius. Yields the product FC=1C(=C(C(=CC1)N)NC1=CC=CC=C1)C (4-Fluoro-3-methyl-N2-phenylbenzene-1,2-diamine). Yield: 87.9%. Reaction SMILES: [F:1][C:2]1[C:3]([CH3:18])=[C:4]([NH:11][C:12]2[CH:17]=[CH:16][CH:15]=[CH:14][CH:13]=2)[C:5]([N+:8]([O-])=O)=[CH:6][CH:7]=1.CO.[NH4+].[Cl-]>[Fe].O>[F:1][C:2]1[C:3]([CH3:18])=[C:4]([NH:11][C:12]2[CH:17]=[CH:16][CH:15]=[CH:14][CH:13]=2)[C:5]([NH2:8])=[CH:6][CH:7]=1 |f:2.3|. Reported procedure: To a mixture of (3-fluoro-2-methyl-6-nitrophenyl)phenylamine (1.5 g, 6.1 mmol) in a 3:1 mixture of MeOH:water (40 mL) were added NH4Cl (1.88 g, 36.5 mmol) and iron powder (1.36 g, 24.4 mmol) and the reaction mixture heated at 90° C. for 1 h. After cooling to RT, the solid was filtered through a pad of Celite® and washed with additional MeOH. The filtrate was concentrated in vacuo and the resulting residue partitioned between EtOAc and water. The aqueous phase was further extracted with EtOAc (×3...